Task: describe an organic reaction: reactants, conditions, products, and yield. Dataset: the Open Reaction Database (ORD), a public repository of structured organic reaction records RXN SMILES: [CH2:21]1[O:22][CH2:23][CH2:24][CH2:25]1.[F:1][c:2]1[c:3](-[c:8]2[c:9]([C:17](=[O:18])[O:19][CH3:20])[cH:10][c:11]([C:14](=[O:15])[OH:16])[cH:12][cH:13]2)[cH:4][cH:5][cH:6][cH:7]1>>[F:1][c:2]1[c:3](-[c:8]2[c:9]([C:17](=[O:18])[O:19][CH3:20])[cH:10][c:11]([CH2:14][OH:15])[cH:12][cH:13]2)[cH:4][cH:5][cH:6][cH:7]1. Product: COC(=O)c1cc(CO)ccc1-c1ccccc1F. Reactants: C1CCOC1, COC(=O)c1cc(C(=O)O)ccc1-c1ccccc1F.